describe an organic reaction: reactants, conditions, products, and yield From a dataset of the Open Reaction Database (ORD), a public repository of structured organic reaction records. Starting materials: O=C([O-])[O-], O=C(Br)c1ccccc1, CN(C)C=O, [Cs+], [Cs+], CC(C)=CCn1c(SCCCNC(=O)OC(C)(C)C)nc2ccc(N)cc21. Product: CC(C)=CCn1c(SCCCNC(=O)OC(C)(C)C)nc2ccc(NC(=O)c3ccccc3)cc21. As a reaction SMILES: [C:1](=[O:2])([O-:3])[O-:4].[C:34]([c:35]1[cH:36][cH:37][cH:38][cH:39][cH:40]1)(=[O:41])[Br:42].[CH3:43][N:44]([CH3:45])[CH:46]=[O:47].[Cs+:5].[Cs+:6].[NH2:7][c:8]1[cH:9][cH:10][c:11]2[c:12]([n:13]([CH2:28][CH:29]=[C:30]([CH3:31])[CH3:32])[c:14]([S:16][CH2:17][CH2:18][CH2:19][NH:20][C:21]([O:22][C:23]([CH3:24])([CH3:25])[CH3:26])=[O:27])[n:15]2)[cH:33]1>>[NH:7]([c:8]1[cH:9][cH:10][c:11]2[c:12]([n:13]([CH2:28][CH:29]=[C:30]([CH3:31])[CH3:32])[c:14]([S:16][CH2:17][CH2:18][CH2:19][NH:20][C:21]([O:22][C:23]([CH3:24])([CH3:25])[CH3:26])=[O:27])[n:15]2)[cH:33]1)[C:34]([c:35]1[cH:36][cH:37][cH:38][cH:39][cH:40]1)=[O:41]. Starting materials: [N-]=[N+]=[N-].[Na+] (Sodium azide), CS(=O)(=O)OCCOCCOCCOCCOS(=O)(=O)C (tetraethyleneglycol dimethanesulphonate), salt, C(C)O (ethanol). Solvent: O (water). The product is CS(=O)(=O)OCCOCCOCCOCCN=[N+]=[N-] (2-(2-(2-(2-azidoethoxy)ethoxy)ethoxy)ethyl mono-methanesulphonate). Yield: 47.1%. RXN SMILES: [N-:1]=[N+:2]=[N-:3].[Na+].[CH3:5][S:6]([O:9][CH2:10][CH2:11][O:12][CH2:13][CH2:14][O:15][CH2:16][CH2:17][O:18][CH2:19][CH2:20]OS(C)(=O)=O)(=[O:8])=[O:7].C(O)C>O>[CH3:5][S:6]([O:9][CH2:10][CH2:11][O:12][CH2:13][CH2:14][O:15][CH2:16][CH2:17][O:18][CH2:19][CH2:20][N:1]=[N+:2]=[N-:3])(=[O:8])=[O:7] |f:0.1|. Reported procedure: Sodium azide (1.0 g) is added to a solution of tetraethyleneglycol dimethanesulphonate (5.25 g, 15 mmol), obtained according to A. W. Chwabacher et al. (J. Org. Chem. 1998, 65(5), 1717), in 18 mL of 95° ethanol. The reaction mixture is taken to reflux for 24 hours. Then the solvent is evaporated off, the reaction crude is added to 100 mL of salt water and extracted with ether 3×100 mL. The organic phase is dried over MgSO4, filtered and concentrated under reduced pressure. The residue obtained i... Starting materials: C(C)OC(=O)C=1C(NC2=NC=C(C=C2C1N1CCN(CC1)C(=O)C=1SC=CC1)F)=O (6-Fluoro-2-oxo-4-[4-(thiophene-2-carbonyl)-piperazin-1-yl]-1,2-dihydro-[1,8]-naphthyridine-3-carboxylic acid ethyl ester), C(C1=CC=CC=C1)Br (benzyl bromide). Product: C(C)OC(=O)C=1C(N(C2=NC=C(C=C2C1N1CCN(CC1)C(=O)C=1SC=CC1)F)CC1=CC=CC=C1)=O (1-Benzyl-6-fluoro-2-oxo-4-[4-(thiophene-2-carbonyl)-piperazin-1-yl]-1,2-dihydro-[1,8]-naphthyridine-3-carboxylic acid ethyl ester). RXN SMILES: [CH2:1]([O:3][C:4]([C:6]1[C:7](=[O:30])[NH:8][C:9]2[C:14]([C:15]=1[N:16]1[CH2:21][CH2:20][N:19]([C:22]([C:24]3[S:25][CH:26]=[CH:27][CH:28]=3)=[O:23])[CH2:18][CH2:17]1)=[CH:13][C:12]([F:29])=[CH:11][N:10]=2)=[O:5])[CH3:2].[CH2:31](Br)[C:32]1[CH:37]=[CH:36][CH:35]=[CH:34][CH:33]=1>>[CH2:1]([O:3][C:4]([C:6]1[C:7](=[O:30])[N:8]([CH2:31][C:32]2[CH:37]=[CH:36][CH:35]=[CH:34][CH:33]=2)[C:9]2[C:14]([C:15]=1[N:16]1[CH2:21][CH2:20][N:19]([C:22]([C:24]3[S:25][CH:26]=[CH:27][CH:28]=3)=[O:23])[CH2:18][CH2:17]1)=[CH:13][C:12]([F:29])=[CH:11][N:10]=2)=[O:5])[CH3:2]. Procedure: This compound was prepared from 6-fluoro-2-oxo-4-[4-(thiophene-2-carbonyl)-piperazin-1-yl]-1,2-dihydro-[1,8]-naphthyridine-3-carboxylic acid ethyl ester (80) and benzyl bromide according to General Procedure B. Yield 152 mg (21%), MP 130° C.; 1H-NMR (DMSO-d6): δ 1.28 (t, J=7.2 Hz, 3H), 3.15 (m, 4H), 3.90 (m, 4H), 4.32 (q, J=7.2 Hz, 2H), 5.55 (s, 2H), 7.14-7.30 (m, 6H), 7.45 (d, J=3.6 Hz, 1H), 7.80 (d, J=4.8 Hz, 1H), 8.16 (dd, J=2.8, 8.8 Hz, 1H), 8.74 (d, J=2.8 Hz, 1H); EIMS: 521 (M+1). Anal. (C2...